This data is from the Open Reaction Database (ORD), a public repository of structured organic reaction records. The task is: describe an organic reaction: reactants, conditions, products, and yield Starting materials: [Sn] (tin), Cl (hydrochloric acid), [Sn] (tin), COC1=CC=C(CN2C(C3=CC=C(C=C3C2=O)C(=O)O)=O)C=C1 (2-(4-methoxybenzyl)-1,3-dioxoisoindoline-5-carboxylic acid), C(C)(=O)O (acetic acid). Run at time 12 hour. The product is COC1=CC=C(CN2CC3=CC=C(C=C3C2=O)C(=O)OC)C=C1 (methyl 2-(4-methoxybenzyl)-3-oxoisoindoline-5-carboxylate). RXN SMILES: Cl.[Sn].[CH3:3][O:4][C:5]1[CH:25]=[CH:24][C:8]([CH2:9][N:10]2[C:18](=[O:19])[C:17]3[C:12](=[CH:13][CH:14]=[C:15]([C:20]([OH:22])=[O:21])[CH:16]=3)[C:11]2=O)=[CH:7][CH:6]=1.[C:26](O)(=O)C>>[CH3:3][O:4][C:5]1[CH:6]=[CH:7][C:8]([CH2:9][N:10]2[C:18](=[O:19])[C:17]3[C:12](=[CH:13][CH:14]=[C:15]([C:20]([O:22][CH3:26])=[O:21])[CH:16]=3)[CH2:11]2)=[CH:24][CH:25]=1 |^3:1|. Procedure details: Concentrated hydrochloric acid (30 ml) and a tin powder (3.2 g) were added to a suspension of 2-(4-methoxybenzyl)-1,3-dioxoisoindoline-5-carboxylic acid (3.13 g) in acetic acid (30 ml), followed by stirring at room temperature for 12 hours, and a tin powder (1.2 g) was further added thereto, followed by stirring at room temperature for one day. An insoluble substance was filtered with celite, water was added to the filtrate, followed by extraction with ethyl acetate, the organic layer was washed... Reactants: C1=CC=CC=2SC3=C(C21)C=CC=C3 (Dibenzothiophene), CN(CCN(C)C)C (N,N,N',N'-tetramethylethylenediamine), B(OCCCC)(OCCCC)OCCCC (tributyl borate), C(CCC)[Li] (Butyl lithium), OO (Perhydrol), Cl (Hydrochloric acid). The solvent is CCOCC (ether), CCOCC (ether). The product is OC1=CC=CC2=C1SC1=C2C=CC=C1 (4-HYDROXYDIBENZOTHIOPHENE). Isolated yield 56.9%. As a reaction SMILES: [CH:1]1[C:9]2[C:8]3[CH:10]=[CH:11][CH:12]=[CH:13][C:7]=3[S:6][C:5]=2[CH:4]=[CH:3][CH:2]=1.CN(C)CCN(C)C.C([Li])CCC.B(OCCCC)(OCCCC)[O:28]CCCC.OO.Cl>CCOCC>[OH:28][C:4]1[C:5]2[S:6][C:7]3[CH:13]=[CH:12][CH:11]=[CH:10][C:8]=3[C:9]=2[CH:1]=[CH:2][CH:3]=1. Procedure: Dibenzothiophene (18.4 g, 0.10 mole) and N,N,N',N'-tetramethylethylenediamine (14.0 g, 0.12 mole) were dissolved in 200 ml dry ether. Butyl lithium (0.1 mole) in ether was added dropwise under stirring at room temperature. The reaction mixture was then refluxed for 1 hour. The mixture was cooled to -70°C and freshly distilled tributyl borate (23.0 g, 0.10 mole) was added. After stirring for 2 hours the solution was allowed to warm up to room temperature. Perhydrol (19 ml) was added dropwise and ... Reactants: C1(CCCCC1)N=C=NC1CCCCC1 (dicyclohexylcarbodiimide), C[C@@H]1C[C@H]2[C@H](O2)/C=C\C=C\C(=O)CC3=C(C(=CC(=C3Cl)O)O)C(=O)O1 (radicicol), COCCOCOCCCCCCCCCCCC(=O)O (12-(methoxyethoxymethoxy)dodecanoic acid). The solvent is O1CCCC1 (tetrahydrofuran). Product: CN(C)C1=NC=CC=C1 (dimethylaminopyridine), title compound. Reaction SMILES: [CH3:1][C@H]1OC(=O)C2C(O)=CC(O)=C(Cl)C=2CC(=O)C=CC=C[C@H]2O[C@H]2C1.COCCOCOCCCCCCCCCCCC(O)=O.[CH:47]1([N:53]=[C:54]=[N:55][CH:56]2[CH2:61][CH2:60][CH2:59]CC2)CCCCC1>O1CCCC1>[CH3:1][N:53]([C:54]1[CH:59]=[CH:60][CH:61]=[CH:56][N:55]=1)[CH3:47]. Procedure: Following a procedure similar to that described in Example 12, but using 400 mg of radicicol, 856 mg of 12-(methoxyethoxymethoxy)dodecanoic acid, 6 ml of dry tetrahydrofuran, 567 mg of dicyclohexylcarbodiimide and a catalytic amount of dimethylaminopyridine, 893 mg of the title compound were obtained. Starting materials: [OH-].[Na+] (sodium hydroxide), FC1=C(CBr)C(=CC=C1)F (2,6-difluorobenzylbromide), C(C)(C)(C)OC(=O)NCC(CO)C1=C(C=CC=C1C)C (N-tert.-butoxycarbonyl-3-hydroxy-2-(2,6-dimethylphenyl)-propylamine). Reagents/catalysts: S(=O)(=O)(O)[O-].C(CCC)[N+](CCCC)(CCCC)CCCC (tetrabutylammonium hydrogen sulphate). Run in C(Cl)Cl (CH2Cl2). Reaction conditions: time 3 hour. Yields the product C(C)(C)(C)OC(=O)NCC(COCC1=C(C=CC=C1F)F)C1=C(C=CC=C1C)C (N-tert.-butoxycarbonyl-3-(2,6-difluorophenyl)methoxy-2-(2,6-dimethylphenyl)-propylamine). As a reaction SMILES: [C:1]([O:5][C:6]([NH:8][CH2:9][CH:10]([C:13]1[C:18]([CH3:19])=[CH:17][CH:16]=[CH:15][C:14]=1[CH3:20])[CH2:11][OH:12])=[O:7])([CH3:4])([CH3:3])[CH3:2].[OH-].[Na+].[F:23][C:24]1[CH:31]=[CH:30][CH:29]=[C:28]([F:32])[C:25]=1[CH2:26]Br>C(Cl)Cl.S([O-])(O)(=O)=O.C([N+](CCCC)(CCCC)CCCC)CCC>[C:1]([O:5][C:6]([NH:8][CH2:9][CH:10]([C:13]1[C:14]([CH3:20])=[CH:15][CH:16]=[CH:17][C:18]=1[CH3:19])[CH2:11][O:12][CH2:26][C:25]1[C:24]([F:23])=[CH:31][CH:30]=[CH:29][C:28]=1[F:32])=[O:7])([CH3:4])([CH3:3])[CH3:2] |f:1.2,5.6|. Procedure: 19 g (68 mmol) of N-tert.-butoxycarbonyl-3-hydroxy-2-(2,6-dimethylphenyl)-propylamine are dissolved in 150 ml CH2Cl2, mixed with 100 ml of 50% sodium hydroxide solution, 3 g of tetrabutylammonium hydrogen sulphate and 16.5 g (80 mmol) of 2,6-difluorobenzylbromide. The mixture is stirred for 3 h at ambient temperature, the organic phase is separated off and the aqueous phase is extracted once with 100 ml of dichloromethane. The combined organic phases are washed once with 50 ml of 2 N hydrochlori... Conditions: temperature 70 celsius. RXN SMILES: [O:1]1[C:5]2([CH2:10][CH2:9][CH:8]([C:11]3[CH:12]=[CH:13][C:14](=[O:17])[NH:15][CH:16]=3)[CH2:7][CH2:6]2)[O:4][CH2:3][CH2:2]1.[C:18]([O-])([O-])=O.[Cs+].[Cs+].CI>CN(C=O)C>[O:4]1[C:5]2([CH2:6][CH2:7][CH:8]([C:11]3[CH:12]=[CH:13][C:14](=[O:17])[N:15]([CH3:18])[CH:16]=3)[CH2:9][CH2:10]2)[O:1][CH2:2][CH2:3]1.[O:4]1[C:5]2([CH2:6][CH2:7][CH:8]([C:11]3[CH:12]=[CH:13][C:14]([O:17][CH3:18])=[N:15][CH:16]=3)[CH2:9][CH2:10]2)[O:1][CH2:2][CH2:3]1 |f:1.2.3|. The reactants are O1CCOC12CCC(CC2)C=2C=CC(NC2)=O (5-(1,4-dioxa-spiro[4.5]dec-8-yl)-1H-pyridin-2-one), CI (MeI), C(=O)([O-])[O-].[Cs+].[Cs+] (Cs2CO3). Solvent: CN(C)C=O (DMF). Procedure details: A solution of 5-(1,4-dioxa-spiro[4.5]dec-8-yl)-1H-pyridin-2-one (as prepared in the previous step, 750 mg, 3.19 mmol) in DMF (5 mL) was treated with Cs2CO3 (Aldrich, 1.56 g, 4.80 mmol) at room temperature for 10 min. MeI (Aldrich, 330 μL, 4.80 mmol) was added into the reaction solution and heated at 70° C. for 6 hours. The reaction solution was partitioned between ethyl acetate and water. The organic layer was washed with brine, dried over anhydrous Na2SO4, filtered and concentrated to give yell... The product is O1CCOC12CCC(CC2)C=2C=CC(N(C2)C)=O (5-(1,4-Dioxa-spiro[4.5]dec-8-yl)-1-methyl-1H-pyridin-2-one), O1CCOC12CCC(CC2)C=2C=CC(=NC2)OC (5-(1,4-dioxa-spiro[4.5]dec-8-yl)-2-methoxy-pyridine). Reactants: FC1=CC=C(C=C1)B(O)O (4-fluorophenylboronic acid), BrC=1C=C(C=CC1)C(C(C)C)(O)C=1N=CN(C1)C(C1=CC=CC=C1)(C1=CC=CC=C1)C1=CC=CC=C1 (1-(3-bromophenyl)-2-methyl-1-(1-trityl-1H-imidazol-4-yl)-1-propanol). The product is FC1=CC=C(C=C1)C1=CC(=CC=C1)C(C(C)C)(O)C=1N=CN(C1)C(C1=CC=CC=C1)(C1=CC=CC=C1)C1=CC=CC=C1 (1-(4′-fluoro[1,1′-biphenyl]-3-yl)-2-methyl-1-(1-trityl-1H-imidazol-4-yl)-1-propanol). Yield: 68.4%. RXN SMILES: [F:1][C:2]1[CH:7]=[CH:6][C:5](B(O)O)=[CH:4][CH:3]=1.Br[C:12]1[CH:13]=[C:14]([C:18]([C:23]2[N:24]=[CH:25][N:26]([C:28]([C:41]3[CH:46]=[CH:45][CH:44]=[CH:43][CH:42]=3)([C:35]3[CH:40]=[CH:39][CH:38]=[CH:37][CH:36]=3)[C:29]3[CH:34]=[CH:33][CH:32]=[CH:31][CH:30]=3)[CH:27]=2)([OH:22])[CH:19]([CH3:21])[CH3:20])[CH:15]=[CH:16][CH:17]=1>>[F:1][C:2]1[CH:7]=[CH:6][C:5]([C:16]2[CH:17]=[CH:12][CH:13]=[C:14]([C:18]([C:23]3[N:24]=[CH:25][N:26]([C:28]([C:29]4[CH:34]=[CH:33][CH:32]=[CH:31][CH:30]=4)([C:35]4[CH:40]=[CH:39][CH:38]=[CH:37][CH:36]=4)[C:41]4[CH:42]=[CH:43][CH:44]=[CH:45][CH:46]=4)[CH:27]=3)([OH:22])[CH:19]([CH3:20])[CH3:21])[CH:15]=2)=[CH:4][CH:3]=1. Reported procedure: By the reaction in the same manner as in Example 1-(i) using 4-fluorophenylboronic acid (0.41 g) and 1-(3-bromophenyl)-2-methyl-1-(1-trityl-1H-imidazol-4-yl)-1-propanol (1.01 g), the title compound (0.71 g) was obtained as a pale-yellow solid. Reactants: BrC=1C=C(SC1)C(=O)OCC1CCCCC1 (cyclohexylmethyl 4-bromothiophene-2-carboxylate), [NH4+].[Cl-] (NH4Cl), C1(CCCCC1)CO (Cyclohexylmethanol), [H-].[Na+] (NaH). The reagents and catalysts are [Cu]I (CuI). Run in C1CCOC1 (THF). Reaction conditions: time 12 day. The product is C1(CCCCC1)COC=1C=C(SC1)C(=O)OCC1CCCCC1 (cyclohexylmethyl 4-(cyclohexylmethoxy)thiophene-2-carboxylate). Reaction SMILES: [CH:1]1([CH2:7][OH:8])[CH2:6][CH2:5][CH2:4][CH2:3][CH2:2]1.[H-].[Na+].Br[C:12]1[CH:13]=[C:14]([C:17]([O:19][CH2:20][CH:21]2[CH2:26][CH2:25][CH2:24][CH2:23][CH2:22]2)=[O:18])[S:15][CH:16]=1.[NH4+].[Cl-]>C1COCC1.[Cu]I>[CH:1]1([CH2:7][O:8][C:12]2[CH:13]=[C:14]([C:17]([O:19][CH2:20][CH:21]3[CH2:26][CH2:25][CH2:24][CH2:23][CH2:22]3)=[O:18])[S:15][CH:16]=2)[CH2:6][CH2:5][CH2:4][CH2:3][CH2:2]1 |f:1.2,4.5|. Procedure details: Cyclohexylmethanol (0.50 mL, 4.06 mmol) was added to a suspension of NaH (0.080 g, 3.33 mmol) in anhydrous THF (5 mL). Then cyclohexylmethyl 4-bromothiophene-2-carboxylate (0.56 g, 1.847 mmol) was added to the reaction mixture followed by CuI (0.34 g, 1.79 mmol). The reaction mixture was stirred at room temperature for 12 days then aqueous NH4Cl (25%) was added. Aqueous layer was extracted with EtOAc and combined organic layers were washed with brine, dried over anhydrous MgSO4 and concentrated ... Reactants: COc1cc2c(cc1Br)-c1cc3c(n1CC2)C(=O)N(C(C)(C)C)CCCC3, O=C1CCC(=O)N1Cl, [Na+], [Na+], O=S([O-])([O-])=S, CN(C)C=O, O. The product is COc1cc2c(cc1Br)-c1c(Cl)c3c(n1CC2)C(=O)N(C(C)(C)C)CCCC3. As a reaction SMILES: [C:1]([CH3:2])([CH3:3])([CH3:4])[N:5]1[C:6](=[O:27])[c:7]2[c:8]([cH:9][c:10]3[n:11]2[CH2:12][CH2:13][c:14]2[cH:15][c:16]([O:21][CH3:22])[c:17]([Br:20])[cH:18][c:19]2-3)[CH2:23][CH2:24][CH2:25][CH2:26]1.[Cl:28][N:29]1[C:30](=[O:31])[CH2:32][CH2:33][C:34]1=[O:35].[Na+:37].[Na+:38].[O-:39][S:40]([O-:41])(=[S:42])=[O:43].[O:44]=[CH:45][N:46]([CH3:47])[CH3:48].[OH2:36]>>[C:1]([CH3:2])([CH3:3])([CH3:4])[N:5]1[C:6](=[O:27])[c:7]2[c:8]([c:9]([Cl:28])[c:10]3[n:11]2[CH2:12][CH2:13][c:14]2[cH:15][c:16]([O:21][CH3:22])[c:17]([Br:20])[cH:18][c:19]2-3)[CH2:23][CH2:24][CH2:25][CH2:26]1. The reactants are C(C)C1=CC=C(CC2=C(C=C(C(=O)OC)C=C2)O)C=C1 (methyl 4-(4-ethylbenzyl)-3-hydroxy-benzoate), N (ammonia), [Cl-].[NH4+] (ammonium chloride). Run in C(C)O (ethanol). Run at temperature 100 celsius, time 14 hour. Yields the product C(C)C1=CC=C(CC2=C(C=C(C(=O)N)C=C2)O)C=C1 (4-(4-ethylbenzyl)-3-hydroxybenzamide). As a reaction SMILES: [CH2:1]([C:3]1[CH:20]=[CH:19][C:6]([CH2:7][C:8]2[CH:17]=[CH:16][C:11]([C:12](OC)=[O:13])=[CH:10][C:9]=2[OH:18])=[CH:5][CH:4]=1)[CH3:2].[NH3:21].[Cl-].[NH4+]>C(O)C>[CH2:1]([C:3]1[CH:20]=[CH:19][C:6]([CH2:7][C:8]2[CH:17]=[CH:16][C:11]([C:12]([NH2:21])=[O:13])=[CH:10][C:9]=2[OH:18])=[CH:5][CH:4]=1)[CH3:2] |f:2.3|. Procedure details: To a mixture of methyl 4-(4-ethylbenzyl)-3-hydroxy-benzoate (0.20 g) and 28% aqueous ammonia solution (6 mL) in ethanol (3 mL) was added ammonium chloride (0.079 g), and the mixture was stirred in sealed tube at 100° C. for 14 hours. The reaction mixture was concentrated under reduced pressure, water was added to the residue, and the resulting mixture was extracted with ethyl acetate. The organic layer was dried over anhydrous magnesium sulfate, and the solvent was removed under reduced pressure...